From a dataset of the Open Reaction Database (ORD), a public repository of structured organic reaction records. describe an organic reaction: reactants, conditions, products, and yield The reactants are NC1=NC=CC(=N1)C1=CC(=C(N1)C1=C(C=CC(=C1)Cl)C)C(=O)O (5-(2-Amino-pyrimidin-4-yl)-2-(5-chloro-2-methyl-phenyl)-1H-pyrrole-3-carboxylic acid), II (Iodine). Reagents/catalysts: FC(C(=O)[O-])(F)F.[Ag+] (silver trifluoroacetate). The solvent is CN(C)C=O (DMF), CN(C)C=O (DMF). Reaction conditions: temperature -40 celsius, time 7 hour. Yields the product NC1=NC=C(C(=N1)C1=CC(=C(N1)C1=C(C=CC(=C1)Cl)C)C(=O)O)I (5-(2-Amino-5-iodo-pyrimidin-4-yl)-2-(5-chloro-2-methyl-phenyl)-1H-pyrrole-3-carboxylic acid). Isolated yield 81.6%. As a reaction SMILES: [NH2:1][C:2]1[N:7]=[C:6]([C:8]2[NH:12][C:11]([C:13]3[CH:18]=[C:17]([Cl:19])[CH:16]=[CH:15][C:14]=3[CH3:20])=[C:10]([C:21]([OH:23])=[O:22])[CH:9]=2)[CH:5]=[CH:4][N:3]=1.[I:24]I>CN(C=O)C.FC(F)(F)C([O-])=O.[Ag+]>[NH2:1][C:2]1[N:7]=[C:6]([C:8]2[NH:12][C:11]([C:13]3[CH:18]=[C:17]([Cl:19])[CH:16]=[CH:15][C:14]=3[CH3:20])=[C:10]([C:21]([OH:23])=[O:22])[CH:9]=2)[C:5]([I:24])=[CH:4][N:3]=1 |f:3.4|. Reported procedure: 5-(2-Amino-pyrimidin-4-yl)-2-(5-chloro-2-methyl-phenyl)-1H-pyrrole-3-carboxylic acid (0.70 g, 2.13 mmol) and Iodine (1.134 g, 4.47 mmol) in dry DMF (5 mL), under a nitrogen atmosphere, were stirred at −40° C. (internal temperature) and treated drop wise with silver trifluoroacetate (0.987 g, 4.47 mmol) in DMF (5 mL). The mixture was stirred at −40° C. for 7 h and then filtered over a short plug of celite. The panel was washed with DMF (5 mL) and the filtrate was collected in a flask containing 1... Reactants: BrC1=NC=C(C=C1Br)F (2,3-Dibromo-5-fluoropyridine), CB(O)O (methyl boronic acid), C(=O)([O-])[O-].[K+].[K+] (K2CO3), O (water). The reagents and catalysts are C=1C=CC(=CC1)[P](C=2C=CC=CC2)(C=3C=CC=CC3)[Pd]([P](C=4C=CC=CC4)(C=5C=CC=CC5)C=6C=CC=CC6)([P](C=7C=CC=CC7)(C=8C=CC=CC8)C=9C=CC=CC9)[P](C=1C=CC=CC1)(C=1C=CC=CC1)C=1C=CC=CC1 (Pd(PPh3)4). Solvent: O1CCOCC1 (dioxane). Reaction conditions: temperature 110 celsius. The product is BrC=1C(=NC=C(C1)F)C (3-bromo-5-fluoro-2-methylpyridine). Yield: 32.2%. RXN SMILES: Br[C:2]1[C:7]([Br:8])=[CH:6][C:5]([F:9])=[CH:4][N:3]=1.[CH3:10]B(O)O.C([O-])([O-])=O.[K+].[K+].O>O1CCOCC1.C1C=CC([P]([Pd]([P](C2C=CC=CC=2)(C2C=CC=CC=2)C2C=CC=CC=2)([P](C2C=CC=CC=2)(C2C=CC=CC=2)C2C=CC=CC=2)[P](C2C=CC=CC=2)(C2C=CC=CC=2)C2C=CC=CC=2)(C2C=CC=CC=2)C2C=CC=CC=2)=CC=1>[Br:8][C:7]1[C:2]([CH3:10])=[N:3][CH:4]=[C:5]([F:9])[CH:6]=1 |f:2.3.4,^1:30,32,51,70|. Procedure details: 2,3-Dibromo-5-fluoropyridine (5.0 g, 19.6 mmol), Pd(PPh3)4 (1.13 g, 0.98 mmol) and methyl boronic acid (3.52 g, 58.9 mmol) were combined in dioxane (50 mL) then treated with K2CO3 (8.13, 58.9 mmol) and water (10 mL). The mixture was purged with N2 then heated to 110° C. in a sealed vessel for 16 hours. The cooled mixture was partitioned between water (100 mL) and EtOAc (50 mL) and the layers separated. The aqueous layer was extracted with EtOAc (2×50 mL) and the combined organic phases were wash... The reactants are S1C=NC2=C1C=C(C=C2)OC2=C(C(=O)O)C=CC=N2 (2-(Benzothiazol-6-yloxy)-nicotinic acid), NCC1=CC=C(C=C1)C(C)(C)O (2-(4-aminomethyl-phenyl)-propan-2-ol). Yields the product S1C=NC2=C1C=C(C=C2)OC2=C(C(=O)NCC1=CC=C(C=C1)C(C)(C)O)C=CC=N2 (2-(Benzothiazol-6-yloxy)-N-(4-(1-hydroxy-1-methyl-ethyl)-benzyl)-nicotinamide). RXN SMILES: [S:1]1[C:5]2[CH:6]=[C:7]([O:10][C:11]3[N:19]=[CH:18][CH:17]=[CH:16][C:12]=3[C:13]([OH:15])=O)[CH:8]=[CH:9][C:4]=2[N:3]=[CH:2]1.[NH2:20][CH2:21][C:22]1[CH:27]=[CH:26][C:25]([C:28]([OH:31])([CH3:30])[CH3:29])=[CH:24][CH:23]=1>>[S:1]1[C:5]2[CH:6]=[C:7]([O:10][C:11]3[N:19]=[CH:18][CH:17]=[CH:16][C:12]=3[C:13]([NH:20][CH2:21][C:22]3[CH:27]=[CH:26][C:25]([C:28]([OH:31])([CH3:29])[CH3:30])=[CH:24][CH:23]=3)=[O:15])[CH:8]=[CH:9][C:4]=2[N:3]=[CH:2]1. Procedure: Prepared from 2-(Benzothiazol-6-yloxy)-nicotinic acid and 2-(4-aminomethyl-phenyl)-propan-2-ol. mp195-7° C.